Dataset: the Open Reaction Database (ORD), a public repository of structured organic reaction records. Task: describe an organic reaction: reactants, conditions, products, and yield Starting materials: CN1N=CC=C1B1OC(C(O1)(C)C)(C)C (1-methyl-5-(4,4,5,5-tetramethyl-1,3,2-dioxaborolan-2-yl)-1H-pyrazole), P(=O)([O-])([O-])[O-].[K+].[K+].[K+] (potassium phosphate), BrC1=CC=C2C=3N(C(COC31)C3=CC=CC=C3)C(N2)=O (7-Bromo-4-phenyl-4,5-dihydroimidazo[1,5,4-de][1,4]benzoxazin-2(1H)-one). Reagents/catalysts: C1(CCCCC1)P(C1=C(C=CC=C1)C1=C(C=C(C=C1C(C)C)C(C)C)C(C)C)C1CCCCC1.NC1=C(C=CC=C1)C1=C(C=CC=C1)[Pd]Cl (Dicyclohexyl(2′,4′,6′-triisopropylbiphenyl-2-yl)phosphine (2′-aminobiphenyl-2-yl)(chloro)palladium). Solvent: O (water), O1CCOCC1 (1,4-dioxane). Conditions: temperature 100 celsius, time 4 hour. Yields the product CN1N=CC=C1C1=CC=C2C=3N(C(COC31)C3=CC=CC=C3)C(N2)=O (7-(1-Methyl-1H-pyrazol-5-yl)-4-phenyl-4,5-dihydroimidazo[1,5,4-de][1,4]benzoxazin-2(1H)-one). Yield: 61.2%. Reaction SMILES: Br[C:2]1[C:11]2[O:10][CH2:9][CH:8]([C:12]3[CH:17]=[CH:16][CH:15]=[CH:14][CH:13]=3)[N:7]3[C:18](=[O:20])[NH:19][C:5]([C:6]=23)=[CH:4][CH:3]=1.[CH3:21][N:22]1[C:26](B2OC(C)(C)C(C)(C)O2)=[CH:25][CH:24]=[N:23]1.P([O-])([O-])([O-])=O.[K+].[K+].[K+]>O1CCOCC1.O.C1(P(C2CCCCC2)C2C=CC=CC=2C2C(C(C)C)=CC(C(C)C)=CC=2C(C)C)CCCCC1.NC1C=CC=CC=1C1C=CC=CC=1[Pd]Cl>[CH3:21][N:22]1[C:26]([C:2]2[C:11]3[O:10][CH2:9][CH:8]([C:12]4[CH:17]=[CH:16][CH:15]=[CH:14][CH:13]=4)[N:7]4[C:18](=[O:20])[NH:19][C:5]([C:6]=34)=[CH:4][CH:3]=2)=[CH:25][CH:24]=[N:23]1 |f:2.3.4.5,8.9|. Reported procedure: 7-Bromo-4-phenyl-4,5-dihydroimidazo[1,5,4-de][1,4]benzoxazin-2(1H)-one (100 mg, 0.3 mmol) was dissolved in 1,4-dioxane (2.4 mL). A solution of 1-methyl-5-(4,4,5,5-tetramethyl-1,3,2-dioxaborolan-2-yl)-1H-pyrazole (94 mg, 0.45 mmol) and potassium phosphate (100 mg, 0.6 mmol) in water (0.60 mL) was added. Reaction was deoxygenated with nitrogen. Dicyclohexyl(2′,4′,6′-triisopropylbiphenyl-2-yl)phosphine-(2′-aminobiphenyl-2-yl)(chloro)palladium (1:1) (7 mg, 0.009 mmol) was added and deoxygenated with... Reagents/catalysts: [Pd] (Pd/C). Yields the product C1(CC1)NC(C1=CC(=C(C(=C1)N1C(C(=NC=C1)NC1(CC1)C1=C(C=CC=C1)OCCNC)=O)C)F)=O (N-cyclopropyl-3-fluoro-4-methyl-5-[3-[1-[2-[2-(methylamino)ethoxy]phenyl]cyclopropylamino]-2-oxo-1(2H)-pyrazinyl]benzamide). Reported procedure: 10% Pd/C (87 L paste ex. Johnson Matthey, 110 mg) was washed with isopropanol (10 mL) and then suspended in further isopropanol (10 mL). A sample of this suspension (291 μL, ˜3.2 mg Pd/C) was added to a solution of benzyl [2-[2-[1-[[6-bromo-4-[5-(cyclopropylcarbamoyl)-3-fluoro-2-methylphenyl]-3-oxo-3,4-dihydro-2-pyrazinyl]amino]cyclopropyl]phenoxy]ethyl]methylcarbamate (Preparation 4e, 10.5 mg, 14.9 μmol) and ammonium formate (33.3 mg, 512 μmol) in isopropanol (0.1 mL). The reaction vessel was s... The reactants are BrC1=CN(C(C(=N1)NC1(CC1)C1=C(OCCN(C(OCC2=CC=CC=C2)=O)C)C=CC=C1)=O)C1=C(C(=CC(=C1)C(NC1CC1)=O)F)C (benzyl [2-[2-[1-[[6-bromo-4-[5-(cyclopropylcarbamoyl)-3-fluoro-2-methylphenyl]-3-oxo-3,4-dihydro-2-pyrazinyl]amino]cyclopropyl]phenoxy]ethyl]methylcarbamate), C(=O)[O-].[NH4+] (ammonium formate). Run at temperature 80 celsius. RXN SMILES: Br[C:2]1[N:7]=[C:6]([NH:8][C:9]2([C:12]3[CH:32]=[CH:31][CH:30]=[CH:29][C:13]=3[O:14][CH2:15][CH2:16][N:17](C)[C:18](=O)OCC3C=CC=CC=3)[CH2:11][CH2:10]2)[C:5](=[O:33])[N:4]([C:34]2[CH:39]=[C:38]([C:40](=[O:45])[NH:41][CH:42]3[CH2:44][CH2:43]3)[CH:37]=[C:36]([F:46])[C:35]=2[CH3:47])[CH:3]=1.C([O-])=O.[NH4+]>C(O)(C)C.[Pd]>[CH:42]1([NH:41][C:40](=[O:45])[C:38]2[CH:39]=[C:34]([N:4]3[CH:3]=[CH:2][N:7]=[C:6]([NH:8][C:9]4([C:12]5[CH:32]=[CH:31][CH:30]=[CH:29][C:13]=5[O:14][CH2:15][CH2:16][NH:17][CH3:18])[CH2:11][CH2:10]4)[C:5]3=[O:33])[C:35]([CH3:47])=[C:36]([F:46])[CH:37]=2)[CH2:44][CH2:43]1 |f:1.2|. The solvent is C(C)(C)O (isopropanol). The yield is 81.9%. Reactants: C(C)(=O)O[C@@H]1CC2=CC([C@H]3[C@@H]4CC[C@H]([C@@H](CCC(=O)OC)C)[C@]4(CC[C@@H]3[C@]2(CC1)C)C)=O (methyl 3β-acetoxy-7-oxochol-5-en-24-oate), C(=O)([O-])[O-].[K+].[K+] (K2CO3), N#N (N2). Run in CO (methanol), CO (methanol). Yields the product O[C@@H]1CC2=CC([C@H]3[C@@H]4CC[C@H]([C@@H](CCC(=O)OC)C)[C@]4(CC[C@@H]3[C@]2(CC1)C)C)=O (methyl 3β-hydroxy-7-oxochol-5-en-24-oate). Reaction SMILES: C([O-])([O-])=O.[K+].[K+].C([O:10][C@H:11]1[CH2:35][CH2:34][C@@:33]2([CH3:36])[C:13](=[CH:14][C:15](=[O:38])[C@@H:16]3[C@@H:32]2[CH2:31][CH2:30][C@@:29]2([CH3:37])[C@H:17]3[CH2:18][CH2:19][C@@H:20]2[C@H:21]([CH3:28])[CH2:22][CH2:23][C:24]([O:26][CH3:27])=[O:25])[CH2:12]1)(=O)C.N#N>CO>[OH:10][C@H:11]1[CH2:35][CH2:34][C@@:33]2([CH3:36])[C:13](=[CH:14][C:15](=[O:38])[C@@H:16]3[C@@H:32]2[CH2:31][CH2:30][C@@:29]2([CH3:37])[C@H:17]3[CH2:18][CH2:19][C@@H:20]2[C@H:21]([CH3:28])[CH2:22][CH2:23][C:24]([O:26][CH3:27])=[O:25])[CH2:12]1 |f:0.1.2|. Reported procedure: To a suspension of finely ground K2CO3 (3.45 g, 25 mmoles) in 250 ml of methanol was added methyl 3β-acetoxy-7-oxochol-5-en-24-oate (1) (11.1 g, 25 mmoles). After stirring at 45° for 15 minutes in a N2 atmosphere, most of the methanol was removed in vacuo from the clear brown reaction mixture. The residue was suspended in H2O and extracted three times with CH2Cl2. The combined extracts were washed with H20 twice and saturated brine and dried with MgSO4. Evaporation in vacuo gave 10.1 g of nearly...